This data is from the Open Reaction Database (ORD), a public repository of structured organic reaction records. The task is: describe an organic reaction: reactants, conditions, products, and yield The reactants are BrCc1ccccc1, O=C([O-])[O-], COC(=O)c1ccc(O)cc1NC(=O)c1ccccc1, CN(C)C=O, CCOC(C)=O, [K+], [K+]. Yields the product COC(=O)c1ccc(OCc2ccccc2)cc1NC(=O)c1ccccc1. Reaction SMILES: [Br:7][CH2:8][c:9]1[cH:10][cH:11][cH:12][cH:13][cH:14]1.[C:1](=[O:2])([O-:3])[O-:4].[C:20]([c:21]1[cH:22][cH:23][cH:24][cH:25][cH:26]1)(=[O:27])[NH:28][c:29]1[c:30]([C:31](=[O:32])[O:33][CH3:34])[cH:35][cH:36][c:37]([OH:39])[cH:38]1.[CH3:15][N:16]([CH3:17])[CH:18]=[O:19].[CH3:40][CH2:41][O:42][C:43](=[O:44])[CH3:45].[K+:5].[K+:6]>>[CH2:8]([c:9]1[cH:10][cH:11][cH:12][cH:13][cH:14]1)[O:39][c:37]1[cH:36][cH:35][c:30]([C:31](=[O:32])[O:33][CH3:34])[c:29]([NH:28][C:20]([c:21]2[cH:22][cH:23][cH:24][cH:25][cH:26]2)=[O:27])[cH:38]1. Starting materials: OC=1C=C(C=O)C=CC1 (3-hydroxybenzaldehyde), C(CO)O (ethylene glycol). Reagents/catalysts: C1(=CC=C(C=C1)S(=O)(=O)O)C (p-toluenesulfonic acid). Solvent: C1(=CC=CC=C1)C (toluene). The product is O1C(OCC1)C1=CC(=CC=C1)O (1-(1,3-dioxolan-2-yl)-3-hydroxybenzene). Yield: 64.4%. As a reaction SMILES: [OH:1][C:2]1[CH:3]=[C:4]([CH:7]=[CH:8][CH:9]=1)[CH:5]=[O:6].[CH2:10](O)[CH2:11][OH:12]>C1(C)C=CC=CC=1.C1(C)C=CC(S(O)(=O)=O)=CC=1>[O:6]1[CH2:10][CH2:11][O:12][CH:5]1[C:4]1[CH:7]=[CH:8][CH:9]=[C:2]([OH:1])[CH:3]=1. Reported procedure: To a solution of 3-hydroxybenzaldehyde (91.6 g, 0.75 mol) in 500 ml toluene is added ethylene glycol (333.0 g, 5.3 mol) and p-toluenesulfonic acid (0.19 g, 0.001 mol). The flask is equipped with a Dean-Stark trap and the mixture is refluxed for 2 days, extracted with saturated sodium bicarbonate solution and the organic phase separated and dried (MgSO4). Filtration and evaporation of solvent gives the title product as an oil (80.3 g, 64% yield). Reaction SMILES: O[C:2]1[C:7]([C:8]([OH:10])=O)=[CH:6][N:5]=[C:4]([C:11]([F:14])([F:13])[F:12])[N:3]=1.[C:15](=[O:18])([O-])[O-].[K+].[K+].I[CH2:22][CH3:23].[OH2:24].[CH3:25]N(C)C=O>>[CH2:22]([O:24][C:8]([C:7]1[C:6]([O:18][CH2:15][CH3:25])=[N:5][C:4]([C:11]([F:14])([F:13])[F:12])=[N:3][CH:2]=1)=[O:10])[CH3:23] |f:1.2.3|. Run at time 15 minute. Starting materials: O (Water), OC1=NC(=NC=C1C(=O)O)C(F)(F)F (4-Hydroxy-2-trifluoromethyl-pyrimidine-5-carboxylic acid), CN(C=O)C (dimethylformamide), ICC (iodoethane), C([O-])([O-])=O.[K+].[K+] (potassium carbonate). Yield: 67.0%. Procedure details: 4-Hydroxy-2-trifluoromethyl-pyrimidine-5-carboxylic acid (1 g, 4.828 mmol, Oakwood Products) was dissolved in dimethylformamide (10 mL) and potassium carbonate (1.668 g, 12.070 mmol) was added. After stirring at room temperature for 15 min, iodoethane (0.966 mL, 12.070 mmol) was added and the reaction mixture was stirred at room temperature for 3 d. Water was added, and the product was extracted with ethyl acetate (2×). The organic layers were washed with water (1×), brine (1×) and dried over an... The product is C(C)OC(=O)C=1C(=NC(=NC1)C(F)(F)F)OCC (4-ethoxy-2-trifluoromethyl-pyrimidine-5-carboxylic acid ethyl ester). Starting materials: NC[C@H]1N(C[C@H](C1)NC(=O)C1=NN(C2=CC=CC=C12)C(C)C)C(=O)OC(C)(C)C (tert-butyl (2S,4S)-2-(aminomethyl)-4-{[(1-isopropyl-1H-indazol-3-yl)carbonyl]amino}pyrrolidine-1-carboxylate), CS(=O)(=O)Cl (methanesulfonyl chloride). Product: C(C)(C)N1N=C(C2=CC=CC=C12)C(=O)N[C@H]1C[C@H](N(C1)C(=O)OC(C)(C)C)CNS(=O)(=O)C (tert-Butyl (2S,4S)-4-{[(1-isopropyl-1H-indazol-3-yl)carbonyl]amino}-2-{[(methylsulfonyl)amino]methyl}pyrrolidine-1-carboxylate). Reaction SMILES: [NH2:1][CH2:2][C@@H:3]1[CH2:7][C@H:6]([NH:8][C:9]([C:11]2[C:19]3[C:14](=[CH:15][CH:16]=[CH:17][CH:18]=3)[N:13]([CH:20]([CH3:22])[CH3:21])[N:12]=2)=[O:10])[CH2:5][N:4]1[C:23]([O:25][C:26]([CH3:29])([CH3:28])[CH3:27])=[O:24].[CH3:30][S:31](Cl)(=[O:33])=[O:32]>>[CH:20]([N:13]1[C:14]2[C:19](=[CH:18][CH:17]=[CH:16][CH:15]=2)[C:11]([C:9]([NH:8][C@@H:6]2[CH2:5][N:4]([C:23]([O:25][C:26]([CH3:27])([CH3:29])[CH3:28])=[O:24])[C@H:3]([CH2:2][NH:1][S:31]([CH3:30])(=[O:33])=[O:32])[CH2:7]2)=[O:10])=[N:12]1)([CH3:21])[CH3:22]. Procedure details: The title compound was prepared according to the procedure described in step 3 of Example 17 from tert-butyl (2S,4S)-2-(aminomethyl)-4-{[(1-isopropyl-1H-indazol-3-yl)carbonyl]amino}pyrrolidine-1-carboxylate (step 2 of Example 17) and methanesulfonyl chloride. The reactants are O=C(c1ccc(Br)nc1)N1CCN(c2ncc(C3CC3)cc2C2CC2)CC1, O=C1NCCO1. As a reaction SMILES: [Br:1][c:2]1[cH:3][cH:4][c:5]([C:8](=[O:9])[N:10]2[CH2:11][CH2:12][N:13]([c:16]3[n:17][cH:18][c:19]([CH:25]4[CH2:26][CH2:27]4)[cH:20][c:21]3[CH:22]3[CH2:23][CH2:24]3)[CH2:14][CH2:15]2)[cH:6][n:7]1.[O:28]1[C:29](=[O:33])[NH:30][CH2:31][CH2:32]1>>[c:2]1([N:30]2[C:29](=[O:33])[O:28][CH2:32][CH2:31]2)[cH:3][cH:4][c:5]([C:8](=[O:9])[N:10]2[CH2:11][CH2:12][N:13]([c:16]3[n:17][cH:18][c:19]([CH:25]4[CH2:26][CH2:27]4)[cH:20][c:21]3[CH:22]3[CH2:23][CH2:24]3)[CH2:14][CH2:15]2)[cH:6][n:7]1. The product is O=C(c1ccc(N2CCOC2=O)nc1)N1CCN(c2ncc(C3CC3)cc2C2CC2)CC1. Starting materials: C(C)N1N=C(C(=C1)C1=C2C(=NC=C1)NC=C2)C2=CC=C(N)C=C2 (4-[1-ethyl-4-(1H-pyrrolo[2,3-b]pyridin-4-yl)-1H-pyrazol-3-yl]aniline), ClC=1C=C(C=CC1)N=C=O (3-chlorophenyl isocyanate). Product: ClC=1C=C(C=CC1)NC(=O)NC1=CC=C(C=C1)C1=NN(C=C1C1=C2C(=NC=C1)NC=C2)CC (N-(3-Chlorophenyl)-N′-{4-[1-ethyl-4-(1H-pyrrolo[2,3-b]pyridin-4-yl)-1H-pyrazol-3-yl]phenyl}urea). As a reaction SMILES: [CH2:1]([N:3]1[CH:7]=[C:6]([C:8]2[CH:13]=[CH:12][N:11]=[C:10]3[NH:14][CH:15]=[CH:16][C:9]=23)[C:5]([C:17]2[CH:23]=[CH:22][C:20]([NH2:21])=[CH:19][CH:18]=2)=[N:4]1)[CH3:2].[Cl:24][C:25]1[CH:26]=[C:27]([N:31]=[C:32]=[O:33])[CH:28]=[CH:29][CH:30]=1>>[Cl:24][C:25]1[CH:26]=[C:27]([NH:31][C:32]([NH:21][C:20]2[CH:22]=[CH:23][C:17]([C:5]3[C:6]([C:8]4[CH:13]=[CH:12][N:11]=[C:10]5[NH:14][CH:15]=[CH:16][C:9]=45)=[CH:7][N:3]([CH2:1][CH3:2])[N:4]=3)=[CH:18][CH:19]=2)=[O:33])[CH:28]=[CH:29][CH:30]=1. Procedure details: Following the procedure described in Example 1 with 4-[1-ethyl-4-(1H-pyrrolo[2,3-b]pyridin-4-yl)-1H-pyrazol-3-yl]aniline and 3-chlorophenyl isocyanate provided the title compound. ESMS [M+H]+: 457.2